From a dataset of the Open Reaction Database (ORD), a public repository of structured organic reaction records. describe an organic reaction: reactants, conditions, products, and yield Reactants: O=C([O-])[O-], CN(C)C=O, [Cl-], CC#CCOc1cc(Cl)ncn1, [K+], [K+], [NH4+], Oc1cccc(Oc2ccccc2)c1. Product: CC#CCOc1cc(Oc2cccc(Oc3ccccc3)c2)ncn1. As a reaction SMILES: [C:13](=[O:14])([O-:15])[O-:16].[CH3:35][N:36]([CH3:37])[CH:38]=[O:39].[Cl-:33].[Cl:1][c:2]1[n:3][cH:4][n:5][c:6]([O:8][CH2:9][C:10]#[C:11][CH3:12])[cH:7]1.[K+:17].[K+:18].[NH4+:34].[OH:19][c:20]1[cH:21][cH:22][cH:23][c:24]([O:25][c:26]2[cH:27][cH:28][cH:29][cH:30][cH:31]2)[cH:32]1>>[c:2]1([O:19][c:20]2[cH:21][cH:22][cH:23][c:24]([O:25][c:26]3[cH:27][cH:28][cH:29][cH:30][cH:31]3)[cH:32]2)[n:3][cH:4][n:5][c:6]([O:8][CH2:9][C:10]#[C:11][CH3:12])[cH:7]1. Procedure details: A mixture of 5-amino-4,6-dichloropyrimidine (10.0 g, 61.0 mmol, 1.0 eq), 4-trifluoromethylaniline (8.34 mL, 67.1 mmol, 1.1 eq), EtOH (80 mL), and concentrated HCl (2.5 mL, 30.5 mmol, 0.5 eq) was heated to 80° C. for 24 h and then cooled to rt. The resulting precipitate was collected by filtration, rinsed with EtOH, and dried under vacuum at 50° C. for 18 h to provide the title compound as a white solid (13.9 g, 70%). MS (ESI): mass calcd. for C11H9ClF3N4 [M+H]+, 289.0; m/z found, 289.0. 1H NMR (... As a reaction SMILES: [NH2:1][C:2]1[C:3]([Cl:9])=[N:4][CH:5]=[N:6][C:7]=1[Cl:8].[F:10][C:11]([F:20])([F:19])[C:12]1[CH:18]=[CH:17][C:15]([NH2:16])=[CH:14][CH:13]=1.Cl>CCO>[ClH:8].[Cl:9][C:3]1[N:4]=[CH:5][N:6]=[C:7]([NH:16][C:15]2[CH:17]=[CH:18][C:12]([C:11]([F:10])([F:19])[F:20])=[CH:13][CH:14]=2)[C:2]=1[NH2:1] |f:4.5|. The reactants are NC=1C(=NC=NC1Cl)Cl (5-amino-4,6-dichloropyrimidine), FC(C1=CC=C(N)C=C1)(F)F (4-trifluoromethylaniline), Cl (HCl). Reaction conditions: temperature 80 celsius. The solvent is CCO (EtOH). Yields the product Cl.ClC1=C(C(=NC=N1)NC1=CC=C(C=C1)C(F)(F)F)N (6-Chloro-N4-(4-trifluoromethyl-phenyl)-pyrimidine-4,5-diamine hydrochloride). Yield: 70.1%. Product: CSCc1cc(O)cc2cc(-c3ccc(O)cc3)oc12. The reactants are Oc1ccc(-c2cc3cc(O)cc(CBr)c3o2)cc1, C[S-], CO, [Na+]. Reaction SMILES: [Br:1][CH2:2][c:3]1[cH:4][c:5]([OH:19])[cH:6][c:7]2[cH:8][c:9](-[c:12]3[cH:13][cH:14][c:15]([OH:18])[cH:16][cH:17]3)[o:10][c:11]12.[CH3:20][S-:21].[CH3:23][OH:24].[Na+:22]>>[CH2:2]([c:3]1[cH:4][c:5]([OH:19])[cH:6][c:7]2[cH:8][c:9](-[c:12]3[cH:13][cH:14][c:15]([OH:18])[cH:16][cH:17]3)[o:10][c:11]12)[S:21][CH3:20]. Reactants: O=C([O-])O, COc1ccc(C(=O)N(C(=O)c2ccc(OC)cc2)c2nc3ccc(N(C)C)cc3c(NCc3ccccc3)c2C#N)cc1, CC(=O)O, CC#N, [Na+]. Product: COc1ccc(C(=O)Nc2nc3ccc(N(C)C)cc3c(NCc3ccccc3)c2C#N)cc1. RXN SMILES: [C:49](=[O:50])([O-:51])[OH:52].[CH3:1][O:2][c:3]1[cH:4][cH:5][c:6]([C:7](=[O:8])[N:9]([c:10]2[n:11][c:12]3[cH:13][cH:14][c:15]([N:30]([CH3:31])[CH3:32])[cH:16][c:17]3[c:18]([NH:22][CH2:23][c:24]3[cH:25][cH:26][cH:27][cH:28][cH:29]3)[c:19]2[C:20]#[N:21])[C:33](=[O:34])[c:35]2[cH:36][cH:37][c:38]([O:39][CH3:40])[cH:41][cH:42]2)[cH:43][cH:44]1.[CH3:45][C:46](=[O:47])[OH:48].[CH3:54][C:55]#[N:56].[Na+:53]>>[CH3:1][O:2][c:3]1[cH:4][cH:5][c:6]([C:7](=[O:8])[NH:9][c:10]2[n:11][c:12]3[cH:13][cH:14][c:15]([N:30]([CH3:31])[CH3:32])[cH:16][c:17]3[c:18]([NH:22][CH2:23][c:24]3[cH:25][cH:26][cH:27][cH:28][cH:29]3)[c:19]2[C:20]#[N:21])[cH:43][cH:44]1. Starting materials: CC(COC1=CC=C(C=C1)C1=CC=C(C=C1)S(=O)(=O)C1=CC=C(C=C1)C)CC (4'-(2-methylbutyloxy)-4-p-toluenesulfonylbiphenyl), BrBr (bromine), S(=O)(O)[O-].[Na+] (sodium hydrogen sulfite), BrBr (bromine). The solvent is C(Cl)(Cl)(Cl)Cl (CCl4), C(Cl)(Cl)(Cl)Cl (CCl4). Reaction conditions: time 5 hour. The product is BrC=1C=C(C=CC1OCC(CC)C)C1=CC=C(C=C1)S(=O)(=O)C1=CC=C(C=C1)C (3'-bromo-4'-(2-methylbutyloxy)-4-p-toluenesulfonylbiphenyl). Yield: 113.2%. RXN SMILES: [CH3:1][CH:2]([CH2:27][CH3:28])[CH2:3][O:4][C:5]1[CH:10]=[CH:9][C:8]([C:11]2[CH:16]=[CH:15][C:14]([S:17]([C:20]3[CH:25]=[CH:24][C:23]([CH3:26])=[CH:22][CH:21]=3)(=[O:19])=[O:18])=[CH:13][CH:12]=2)=[CH:7][CH:6]=1.[Br:29]Br.S([O-])(O)=O.[Na+]>C(Cl)(Cl)(Cl)Cl>[Br:29][C:10]1[CH:9]=[C:8]([C:11]2[CH:16]=[CH:15][C:14]([S:17]([C:20]3[CH:21]=[CH:22][C:23]([CH3:26])=[CH:24][CH:25]=3)(=[O:19])=[O:18])=[CH:13][CH:12]=2)[CH:7]=[CH:6][C:5]=1[O:4][CH2:3][CH:2]([CH3:1])[CH2:27][CH3:28] |f:2.3|. Procedure: 4'-(2-methylbutyloxy)-4-p-toluenesulfonylbiphenyl (41 g) prepared in the above step (ii) was dissolved in CCl4 (400 ml). To the resulting solution was dropwise added bromine (25 g) dissolved in CCl4 (100 ml), at room temperature over one hour, followed by stirring at room temperature for 5 hours, adding an aqueous solution of sodium hydrogen sulfite till the color of bromine disappeared, separating the organic layer, washing with 6N hydrochloric acid, washing with an aqueous solution of 2N NaOH,... Reactants: O=C(Cl)c1ccncc1, COc1ccc(N)cc1[N+](=O)[O-], Cl, [Na+], [OH-], c1ccncc1. Product: COc1ccc(NC(=O)c2ccncc2)cc1[N+](=O)[O-]. As a reaction SMILES: [C:14]([c:15]1[cH:16][cH:17][n:18][cH:19][cH:20]1)(=[O:21])[Cl:22].[CH3:1][O:2][c:3]1[c:4]([N+:10](=[O:11])[O-:12])[cH:5][c:6]([NH2:7])[cH:8][cH:9]1.[ClH:13].[Na+:24].[OH-:23].[cH:25]1[cH:26][cH:27][n:28][cH:29][cH:30]1>>[CH3:1][O:2][c:3]1[c:4]([N+:10](=[O:11])[O-:12])[cH:5][c:6]([NH:7][C:14]([c:15]2[cH:16][cH:17][n:18][cH:19][cH:20]2)=[O:21])[cH:8][cH:9]1. Reactants: ClC1=NC=CC2=C1CN(C2=O)C(C)C=2C=NC(=C(C2)Cl)OCCC(F)(F)F (4-chloro-2-(1-(5-chloro-6-(3,3,3-trifluoropropoxy)pyridin-3-yl)ethyl)-2,3-dihydro-1H-pyrrolo[3,4-c]pyridin-1-one), C(=O)OC1=CC=CC=C1 (phenyl formate). Yields the product ClC=1C=C(C=NC1OCCC(F)(F)F)C(C)N1CC=2C(=NC=CC2C1=O)C(=O)OC1=CC=CC=C1 (phenyl 2-(1-(5-chloro-6-(3,3,3-trifluoropropoxy)pyridin-3-yl)ethyl)-1-oxo-2,3-dihydro-1H-pyrrolo[3,4-c]pyridine-4-carboxylate). Isolated yield 79.0%. Reaction SMILES: Cl[C:2]1[C:7]2[CH2:8][N:9]([CH:12]([C:14]3[CH:15]=[N:16][C:17]([O:21][CH2:22][CH2:23][C:24]([F:27])([F:26])[F:25])=[C:18]([Cl:20])[CH:19]=3)[CH3:13])[C:10](=[O:11])[C:6]=2[CH:5]=[CH:4][N:3]=1.[CH:28]([O:30][C:31]1[CH:36]=[CH:35][CH:34]=[CH:33][CH:32]=1)=[O:29]>>[Cl:20][C:18]1[CH:19]=[C:14]([CH:12]([N:9]2[C:10](=[O:11])[C:6]3[CH:5]=[CH:4][N:3]=[C:2]([C:28]([O:30][C:31]4[CH:36]=[CH:35][CH:34]=[CH:33][CH:32]=4)=[O:29])[C:7]=3[CH2:8]2)[CH3:13])[CH:15]=[N:16][C:17]=1[O:21][CH2:22][CH2:23][C:24]([F:27])([F:26])[F:25]. Procedure details: The title compound is prepared in 79% yield (140 mg, pale brown solid) from 4-chloro-2-(1-(5-chloro-6-(3,3,3-trifluoropropoxy)pyridin-3-yl)ethyl)-2,3-dihydro-1H-pyrrolo[3,4-c]pyridin-1-one (150 mg, 0.36 mmol, Intermediate-78, single enantiomer) and phenyl formate (87 mg, 0.71 mmol) in a similar manner to Intermediate-91.